Dataset: the Open Reaction Database (ORD), a public repository of structured organic reaction records. Task: describe an organic reaction: reactants, conditions, products, and yield Product: C(CCC)OC1=C(C=C(C=C1)C1=NC(=NO1)C=1C=C2CCNC2=CC1)Cl (5-(4-Butoxy-3-chlorophenyl)-3-(indolin-5-yl)-1,2,4-oxadiazole). The yield is 92.0%. Reactants: C(CCC)OC1=C(C=C(C=C1)C1=NC(=NO1)C=1C=C2C=CNC2=CC1)Cl (5-(4-Butoxy-3-chlorophenyl)-3-(1H-indol-5-yl)-1,2,4-oxadiazole), C(C)OC=1C=C(C=CC1OCC)C1=NC(=NO1)C1=C2C=CNC2=CC=C1 (5-(3,4-diethoxyphenyl)-3-(1H-indol-4-yl)-1,2,4-oxadiazole). Procedure details: When the product of Step C was substituted for 5-(3,4-diethoxyphenyl)-3-(1H-indol-4-yl)-1,2,4-oxadiazole in Example 34, Step C, the identical process afforded the title compound in 92% yield. 1H-NMR CDCl3) 0.97 (tr, 3H, J=8.34 Hz), 1.41-1.6 (m, 2H); 1.76-1.91 (m, 2H); 3.45 (tr, 2H, J=8.16 Hz; 3.63 (tr, 2H); 4.10 (tr, 2H, J=6.45 Hz); 6.75 (d, 1H, J=7.56 Hz); 7.06 (d, 1H, J=7.11 Hz); 7.18 (tr, 1H, J=7.77 Hz); 7.51 (broad d, 1H, J=7.8 Hz); 8.04 (dd, 1H, J=2.07-8.61 Hz); 8.21 (d, 1H, J=2.07 Hz). As a reaction SMILES: [CH2:1]([O:5][C:6]1[CH:11]=[CH:10][C:9]([C:12]2[O:16][N:15]=[C:14]([C:17]3[CH:18]=[C:19]4[C:23](=[CH:24][CH:25]=3)[NH:22][CH:21]=[CH:20]4)[N:13]=2)=[CH:8][C:7]=1[Cl:26])[CH2:2][CH2:3][CH3:4].C(OC1C=C(C2ON=C(C3C=CC=C4C=3C=CN4)N=2)C=CC=1OCC)C>>[CH2:1]([O:5][C:6]1[CH:11]=[CH:10][C:9]([C:12]2[O:16][N:15]=[C:14]([C:17]3[CH:18]=[C:19]4[C:23](=[CH:24][CH:25]=3)[NH:22][CH2:21][CH2:20]4)[N:13]=2)=[CH:8][C:7]=1[Cl:26])[CH2:2][CH2:3][CH3:4]. The reactants are CC1(CN(CCO1)C(=O)N1CC(CC(C1)C1=CC=C(C=C1)C(F)(F)F)C(=O)O)C (1-[(2,2-Dimethylmorpholin-4-yl)carbonyl]-5-[4-(trifluoromethyl)phenyl]piperidine-3-carboxylic acid), ON=C(CCOC)N (N′-hydroxy-3-methoxypropanimidamide). Yields the product CC1(CN(CCO1)C(=O)N1CC(CC(C1)C1=CC=C(C=C1)C(F)(F)F)C1=NC(=NO1)CCOC)C ((2,2-Dimethylmorpholin-4-yl){3-[3-(2-methoxyethyl)-1,2,4-oxadiazol-5-yl]-5-[4-(trifluoromethyl)phenyl]piperidin-1-yl}methanone). RXN SMILES: [CH3:1][C:2]1([CH3:29])[O:7][CH2:6][CH2:5][N:4]([C:8]([N:10]2[CH2:15][CH:14]([C:16]3[CH:21]=[CH:20][C:19]([C:22]([F:25])([F:24])[F:23])=[CH:18][CH:17]=3)[CH2:13][CH:12]([C:26](O)=[O:27])[CH2:11]2)=[O:9])[CH2:3]1.O[N:31]=[C:32]([NH2:37])[CH2:33][CH2:34][O:35][CH3:36]>>[CH3:29][C:2]1([CH3:1])[O:7][CH2:6][CH2:5][N:4]([C:8]([N:10]2[CH2:15][CH:14]([C:16]3[CH:17]=[CH:18][C:19]([C:22]([F:25])([F:23])[F:24])=[CH:20][CH:21]=3)[CH2:13][CH:12]([C:26]3[O:27][N:37]=[C:32]([CH2:33][CH2:34][O:35][CH3:36])[N:31]=3)[CH2:11]2)=[O:9])[CH2:3]1. Reported procedure: 250 mg (0.410 mmol, 68% pure) of 1-[(2,2-dimethylmorpholin-4-yl)carbonyl]-5-[4-(trifluoromethyl)phenyl]piperidine-3-carboxylic acid (Example 208A) and 71.1 mg (0.451 mmol, 75% pure) of N′-hydroxy-3-methoxypropanimidamide were reacted according to the General Method 1. Yield: 103 mg (50% of theory). Reactants: FC(F)(F)c1ccc(Br)cc1, O=C([O-])[O-], CN(C)C=O, I[Cu]I, [K+], [K+], CCC(N)CC(=O)O. The product is CCC(CC(=O)O)Nc1ccc(C(F)(F)F)cc1. Reaction SMILES: [Br:1][c:2]1[cH:3][cH:4][c:5]([C:8]([F:9])([F:10])[F:11])[cH:6][cH:7]1.[C:20](=[O:21])([O-:22])[O-:23].[CH3:26][N:27]([CH3:28])[CH:29]=[O:30].[Cu:31]([I:32])[I:33].[K+:24].[K+:25].[NH2:12][CH:13]([CH2:14][C:15](=[O:16])[OH:17])[CH2:18][CH3:19]>>[c:2]1([NH:12][CH:13]([CH2:14][C:15](=[O:16])[OH:17])[CH2:18][CH3:19])[cH:3][cH:4][c:5]([C:8]([F:9])([F:10])[F:11])[cH:6][cH:7]1. Run in CS(=O)C (DMSO), C(Cl)Cl.CCO (CH2Cl2 EtOH), C1CCOC1 (THF). Procedure: To a solution of MeLi in diethyl ether (5.1 mL, 1.6 M, 8.2 mmol, 6.0 eq.) and anhydrous and degazed THF (70 mL) was added, under an argon atmosphere and at 10° C., ketone tert-butyl 5-methoxy-3-(2-(pyridin-3-yl)acetyl)-1H-indol-1-carboxylate (1.2 g, 3.3 mmol, 1.0 eq.). The reaction mixture was stirred at 10° C. for 15 minutes and then, cooled to 0° C. and quenched with a saturated aqueous ammonium chloride solution. The mixture was extracted with ethyl acetate and the organic layer was dried ove... Product: COC=1C=C2C(=CNC2=CC1)C(=CC=1C=NC=CC1)C (5-methoxy-3-(1-(pyridin-3-yl)prop-1-en-2-yl)-1H-indole). RXN SMILES: [Li]C.C(OCC)C.OS([O-])(=O)=O.[K+].[CH3:14][O:15][C:16]1[CH:17]=[C:18]2[C:22](=[CH:23][CH:24]=1)[NH:21][CH:20]=[C:19]2/[C:25](/[C:33]#C)=[CH:26]/[C:27]1[CH:28]=[N:29][CH:30]=[CH:31][CH:32]=1>CS(C)=O.C(Cl)Cl.CCO.C1COCC1>[CH3:14][O:15][C:16]1[CH:17]=[C:18]2[C:22](=[CH:23][CH:24]=1)[NH:21][CH:20]=[C:19]2[C:25]([CH3:33])=[CH:26][C:27]1[CH:28]=[N:29][CH:30]=[CH:31][CH:32]=1 |f:2.3,6.7|. Reaction conditions: temperature 10 celsius, time 15 minute. Starting materials: ( C6 ), C6, ( C2 ), C1, C3, compound ( 59 ), ( C4 ), aliphatic, C5, C2, C4, [Li]C (MeLi), C(C)OCC (diethyl ether), C2, OS(=O)(=O)[O-].[K+] (KHSO4), ( C3 ), ( C5 ), ( C7 ), C3, ketone tert-butyl 5-methoxy-3-(2-(pyridin-3-yl)acetyl)-1H-indol-1-carboxylate, COC=1C=C2C(=CNC2=CC1)/C(=C/C=1C=NC=CC1)/C#C ((E)-5-methoxy-3-(1-(pyridin-3-yl)but-1-en-3-yn-2-yl)-1H-indole). Reactants: solution, OO (hydrogen peroxide), C[Si](C=C)(C=C)C1=CC=CC=C1 (methyl-phenyl-divinyl-silane), 9-BBN dimer, O (H2O). Solvent: C1CCOC1 (THF). Conditions: temperature 0 celsius. Yields the product OCC[Si](CCO)(C1=CC=CC=C1)C (2-[(2-hydroxy-ethyl)-methyl-phenyl-silanyl]-ethyl alcohol). Reaction SMILES: [CH3:1][Si:2]([C:7]1[CH:12]=[CH:11][CH:10]=[CH:9][CH:8]=1)([CH:5]=[CH2:6])[CH:3]=[CH2:4].C12CCCC(CCC1)B12[H]B2(C3CCCC2CCC3)[H]1.[OH2:33].[OH:34]O>C1COCC1>[OH:33][CH2:6][CH2:5][Si:2]([CH3:1])([C:7]1[CH:8]=[CH:9][CH:10]=[CH:11][CH:12]=1)[CH2:3][CH2:4][OH:34]. Reported procedure: 16.1 g of methyl-phenyl-divinyl-silane is put in 65 ml of anhydrous THF under nitrogen at room temperature. 24.6 g of 9-BBN dimer is added and the mixture is refluxed for 4 h. On return to room temperature, 40 ml of H2O is added, followed by 90 ml of a 3N soda solution. The mixture is cooled to 0° C. and 90 ml of a 30% solution of hydrogen peroxide is added cautiously. The mixture is then refluxed for 2 h. The two-phase mixture is extracted with ethyl acetate three times. The organic phases are ...